describe an organic reaction: reactants, conditions, products, and yield From a dataset of the Open Reaction Database (ORD), a public repository of structured organic reaction records. Starting materials: COCCOCOC1=C(C=C(C=C1C1=CC=CC=C1)C(=O)O)C1=CC=CC=C1 (2′-(2-methoxyethoxymethoxy)-[1,1′;3′,1″]terphenyl-5′-carboxylic acid), N12CCCCCC2=NCCC1 (1,8-diazabicyclo[5.4.0]undec-7-ene), IC (iodomethane). Run in C1CCOC1 (THF). Conditions: time 0.5 hour. Yields the product COC(=O)C=1C=C(C(=C(C1)C1=CC=CC=C1)OCOCCOC)C1=CC=CC=C1 (2′-(2-Methoxyethoxymethoxy)-[1,1′;3′,1″]terphenyl-5′-carboxylic acid methyl ester). Isolated yield 92.0%. As a reaction SMILES: [CH3:1][O:2][CH2:3][CH2:4][O:5][CH2:6][O:7][C:8]1[C:13]([C:14]2[CH:19]=[CH:18][CH:17]=[CH:16][CH:15]=2)=[CH:12][C:11]([C:20]([OH:22])=[O:21])=[CH:10][C:9]=1[C:23]1[CH:28]=[CH:27][CH:26]=[CH:25][CH:24]=1.N12CCCN=C1CCCC[CH2:30]2.IC>C1COCC1>[CH3:30][O:21][C:20]([C:11]1[CH:10]=[C:9]([C:23]2[CH:28]=[CH:27][CH:26]=[CH:25][CH:24]=2)[C:8]([O:7][CH2:6][O:5][CH2:4][CH2:3][O:2][CH3:1])=[C:13]([C:14]2[CH:19]=[CH:18][CH:17]=[CH:16][CH:15]=2)[CH:12]=1)=[O:22]. Reported procedure: At 0° C., to a stirred solution of 2′-(2-methoxyethoxymethoxy)-[1,1′;3′,1″]terphenyl-5′-carboxylic acid (1.72 g, 4.55 mmol) in THF (4.55 mL) was added 1,8-diazabicyclo[5.4.0]undec-7-ene. After 0.5 h, to the reaction was added iodomethane and the reaction was stirred for 16 h, eventually warming to ambient temperature. The reaction was filtered and the filtrate concentrated. The crude product was dissolved in EtOAc, washed sequentially with sat. aq. NaHCO3 (3×), with 1 N HCl (3×), brine (3×), dri... Starting materials: ClCCCS(=O)(=O)N1CCC(CC1)C1=CNC2=C(C=C(C=C12)C1=CSC=C1)C(=O)N (3-{1-[(3-chloropropyl)sulfonyl]-4-piperidinyl}-5-(3-thienyl)-1H-indole-7-carboxamide), [O-]CC.[Na+] (sodium ethoxide). Run in C(C)O (ethanol), CS(=O)C (DMSO). Product: C(C)OCCCS(=O)(=O)N1CCC(CC1)C1=CNC2=C(C=C(C=C12)C1=CSC=C1)C(=O)N (3-(1-{[3-(ethyloxy)propyl]sulfonyl}-4-piperidinyl)-5-(3-thienyl)-1H-indole-7-carboxamide). Reaction SMILES: Cl[CH2:2][CH2:3][CH2:4][S:5]([N:8]1[CH2:13][CH2:12][CH:11]([C:14]2[C:22]3[C:17](=[C:18]([C:28]([NH2:30])=[O:29])[CH:19]=[C:20]([C:23]4[CH:27]=[CH:26][S:25][CH:24]=4)[CH:21]=3)[NH:16][CH:15]=2)[CH2:10][CH2:9]1)(=[O:7])=[O:6].[O-:31][CH2:32][CH3:33].[Na+]>C(O)C.CS(C)=O>[CH2:32]([O:31][CH2:2][CH2:3][CH2:4][S:5]([N:8]1[CH2:13][CH2:12][CH:11]([C:14]2[C:22]3[C:17](=[C:18]([C:28]([NH2:30])=[O:29])[CH:19]=[C:20]([C:23]4[CH:27]=[CH:26][S:25][CH:24]=4)[CH:21]=3)[NH:16][CH:15]=2)[CH2:10][CH2:9]1)(=[O:7])=[O:6])[CH3:33] |f:1.2|. Reported procedure: 3-{1-[(3-chloropropyl)sulfonyl]-4-piperidinyl}-5-(3-thienyl)-1H-indole-7-carboxamide (60 mg, 0.129 mmol) was reacted with sodium ethoxide (0.5 M in ethanol, 0.5 mL, 0.25 mmol) in a mixture of ethanol (5 ml) and DMSO (0.2 mL) at reflux for 16 h to form the desired product which was purified by reverse phase HPLC eluting with 10% B to 70% B, where A=H2O (0.1% trifluoroacetic acid) and B=CH3CN (0.1% trifluoroacetic acid) to give the title compound (10 mg, 17%).